Dataset: the Open Reaction Database (ORD), a public repository of structured organic reaction records. Task: describe an organic reaction: reactants, conditions, products, and yield Reactants: ClCC#N (chloroacetonitrile), FC1=CC=C(C=C1)CN1C(=NC2=C1C=CC=C2)NC2CCN(CC2)CCC2=CC=C(C=C2)O (4-[2-{4-[1-(4-fluorophenylmethyl)-1H-benzimidazol-2-ylamino]-1-piperidinyl}ethyl]phenol), C([O-])([O-])=O.[K+].[K+] (potassium carbonate). Solvent: CC(C)=O (2-propanone). Product: Cl.Cl.FC1=CC=C(C=C1)CN1C(=NC2=C1C=CC=C2)NC2CCN(CC2)CCC2=CC=C(OCC#N)C=C2 ({4-[2-{4-[1-(4-fluorophenylmethyl)-1H-benzimidazol-2-ylamino]-1-piperidinyl}ethyl]phenoxy}acetonitrile dihydrochloride). Yield: 78.6%. RXN SMILES: [Cl:1][CH2:2][C:3]#[N:4].[F:5][C:6]1[CH:11]=[CH:10][C:9]([CH2:12][N:13]2[C:17]3[CH:18]=[CH:19][CH:20]=[CH:21][C:16]=3[N:15]=[C:14]2[NH:22][CH:23]2[CH2:28][CH2:27][N:26]([CH2:29][CH2:30][C:31]3[CH:36]=[CH:35][C:34]([OH:37])=[CH:33][CH:32]=3)[CH2:25][CH2:24]2)=[CH:8][CH:7]=1.C(=O)([O-])[O-].[K+].[K+]>CC(=O)C>[ClH:1].[ClH:1].[F:5][C:6]1[CH:11]=[CH:10][C:9]([CH2:12][N:13]2[C:17]3[CH:18]=[CH:19][CH:20]=[CH:21][C:16]=3[N:15]=[C:14]2[NH:22][CH:23]2[CH2:24][CH2:25][N:26]([CH2:29][CH2:30][C:31]3[CH:32]=[CH:33][C:34]([O:37][CH2:2][C:3]#[N:4])=[CH:35][CH:36]=3)[CH2:27][CH2:28]2)=[CH:8][CH:7]=1 |f:2.3.4,6.7.8|. Reported procedure: A mixture of 1.2 parts of chloroacetonitrile, 6.7 parts of 4-[2-{4-[1-(4-fluorophenylmethyl)-1H-benzimidazol-2-ylamino]-1-piperidinyl}ethyl]phenol, 2.8 parts of potassium carbonate and 160 parts of 2-propanone is stirred and refluxed overnight. The reaction mixture is poured onto water and the product is extracted with methylbenzene. The extract is dried, filtered and evaporated. The residue is converted into the hydrochloride salt in 2-propanone. The salt is filtered off and dried, yielding 7.4... Reactants: NC1=NC=C(N=C1Br)Br (2-amino-3,5-dibromo-pyrazine), CCCCO (n-BuOH), BrC1=CN=C(C(=N1)N[C@H](C)C1=CC=CC=C1)N ((R)-6-Bromo-N2-(1-phenylethyl)pyrazine-2,3-diamine), C[C@H](C1=CC=CC=C1)N ((R)-α-methylbenzylamine). The product is C1(=CC=CC=C1)[C@@H](C)N1C(NC=2C1=NC=CN2)=O ((R)-1-(1-PHENYLETHYL)-1H-IMIDAZO[4,5-B]PYRAZIN-2(3H)-ONE), BrC1=CN=C(C(=N1)N[C@H](C)C1=CC=CC=C1)N ((R)-6-bromo-N2-(1-phenylethyl)pyrazine-2,3-diamine). Yield: 55.0%. As a reaction SMILES: [Br:1][C:2]1[N:7]=[C:6]([NH:8][C@@H:9]([C:11]2[CH:16]=[CH:15][CH:14]=[CH:13][CH:12]=2)[CH3:10])[C:5]([NH2:17])=[N:4][CH:3]=1.C[C@@H](N)C1C=CC=CC=1.NC1C(Br)=NC(Br)=CN=1.CCC[CH2:39][OH:40]>>[C:11]1([C@H:9]([N:8]2[C:6]3=[N:7][CH:2]=[CH:3][N:4]=[C:5]3[NH:17][C:39]2=[O:40])[CH3:10])[CH:16]=[CH:15][CH:14]=[CH:13][CH:12]=1.[Br:1][C:2]1[N:7]=[C:6]([NH:8][C@@H:9]([C:11]2[CH:12]=[CH:13][CH:14]=[CH:15][CH:16]=2)[CH3:10])[C:5]([NH2:17])=[N:4][CH:3]=1. Reported procedure: (R)-6-Bromo-N2-(1-phenylethyl)pyrazine-2,3-diamine. The title compound was prepared using (R)-α-methylbenzylamine (2.28 mL, 17.93 mmol), 2-amino-3,5-dibromo-pyrazine (3.00 g, 11.96 mmol), and n-BuOH (30 mL) as described in General Procedure A. The crude compound was purified via silica gel chromatography (20%-30% EtOAc in hexanes). Clean fractions were combined and condensed, and subsequently triturated from methanol with water while sonicating to afford 1.92 g (6.54 mmol, 55%) of (R)-6-bromo-N2...